Dataset: the Open Reaction Database (ORD), a public repository of structured organic reaction records. Task: describe an organic reaction: reactants, conditions, products, and yield RXN SMILES: CO[C:3](=[O:10])[CH:4](Br)[CH2:5][CH:6]([CH3:8])[CH3:7].[CH2:11]([NH2:14])[CH2:12][NH2:13].C>C(O)C.CN(C=O)C.C(OCC)(=O)C>[CH3:8][CH:6]([CH3:7])[CH2:5][CH:4]1[NH:14][CH2:11][CH2:12][NH:13][C:3]1=[O:10]. The product is CC(CC1C(NCCN1)=O)C (3-(2-Methylpropyl)piperazinone). Reactants: COC(C(CC(C)C)Br)=O (Methyl-2-bromo-4-methylpentanoate), C(CN)N (ethylenediamine), C (charcoal). Procedure details: A mixture of methyl 2-bromo-4-methylpentanoate (V, Example 3, 14.6 g.) and ethylenediamine (VI, 12.5 g.) in ethanol (250 ml.) is stirred at 20°-25° for 20 hours. The ethanol is removed under reduced pressure and the residual oil is partitioned between chloroform and aqueous sodium bicarbonate. The chloroform layer is separated and the chloroform is removed under reduced pressure to give an oil which is refluxed in DMF (20 ml.) for one hour. After removal of the DMF the residue is column chromato... Solvent: CN(C)C=O (DMF), C(C)O (ethanol), C(C)(=O)OCC (ethyl acetate). Conditions: time 20 hour. The reactants are C[C@H]1CC(C=C2CC[C@H]3[C@@H]4CCC([C@@]4(C)CC[C@@H]3[C@@]12C)=O)=O (1α-methylandrost-4-ene-3,17-dione), CNC1=CC=CC=C1 (N-methylaniline), C=O (formic aldehyde), C(C)OC(OCC)[O-] (diethylorthoformate), C1(=CC=C(C=C1)S(=O)(=O)O)C (p-toluenesulphonic acid). The product is C[C@H]1CC(C=C2C(C[C@H]3[C@@H]4CCC([C@@]4(C)CC[C@@H]3[C@@]12C)=O)=C)=O (1α-Methyl-6-methylenandrost-4-ene-3,17-dione). The yield is 75.0%. RXN SMILES: [CH3:1][C@@H:2]1[C@@:19]2([CH3:20])[C:6]([CH2:7][CH2:8][C@@H:9]3[C@@H:18]2[CH2:17][CH2:16][C@@:14]2([CH3:15])[C@H:10]3[CH2:11][CH2:12][C:13]2=[O:21])=[CH:5][C:4](=[O:22])[CH2:3]1.[CH2:23](OC([O-])OCC)C.C1(C)C=CC(S(O)(=O)=O)=CC=1.CNC1C=CC=CC=1.C=O>>[CH3:1][C@@H:2]1[C@@:19]2([CH3:20])[C:6]([C:7](=[CH2:23])[CH2:8][C@@H:9]3[C@@H:18]2[CH2:17][CH2:16][C@@:14]2([CH3:15])[C@H:10]3[CH2:11][CH2:12][C:13]2=[O:21])=[CH:5][C:4](=[O:22])[CH2:3]1. Procedure: With a procedure similar to the one described in Example 1, 3 g of 1α-methylandrost-4-ene-3,17-dione, 3 ml of diethylorthoformate, 80 mg of p-toluenesulphonic acid, 1.1 ml of N-methylaniline and 1,2 ml of a 40% formic aldehyde aqueous solution give 2.34 g (75% yield) of the title compound. Reactants: C(C1=CC=CC=C1)N1CCC(CC1)C(O)(C1=CC=C(C=C1)C(C)C)C1=C(C(=C(C(=C1C)OC)C)C)OC ((1-benzyl-4-piperidyl)(2,5-dimethoxy-3,4,6-trimethylphenyl)(4-isopropylphenyl)methanol), Br (hydrobromic acid), [OH-].[Na+] (sodium hydroxide). The solvent is C(C)(=O)O (acetic acid). The product is C(C1=CC=CC=C1)N1CCC2(CC1)OC1=C(C2C2=CC=C(C=C2)C(C)C)C(=C(C(=C1C)C)O)C (1′-Benzyl-3-(4-isopropylphenyl)-4,6,7-trimethylspiro[benzofuran-2(3H),4′-piperidine]-5-ol). Yield: 76.1%. Reaction SMILES: [CH2:1]([N:8]1[CH2:13][CH2:12][CH:11]([C:14]([C:25]2[C:30]([CH3:31])=[C:29]([O:32]C)[C:28]([CH3:34])=[C:27]([CH3:35])[C:26]=2[O:36]C)([C:16]2[CH:21]=[CH:20][C:19]([CH:22]([CH3:24])[CH3:23])=[CH:18][CH:17]=2)O)[CH2:10][CH2:9]1)[C:2]1[CH:7]=[CH:6][CH:5]=[CH:4][CH:3]=1.Br.[OH-].[Na+]>C(O)(=O)C>[CH2:1]([N:8]1[CH2:9][CH2:10][C:11]2([CH:14]([C:16]3[CH:21]=[CH:20][C:19]([CH:22]([CH3:24])[CH3:23])=[CH:18][CH:17]=3)[C:25]3[C:30]([CH3:31])=[C:29]([OH:32])[C:28]([CH3:34])=[C:27]([CH3:35])[C:26]=3[O:36]2)[CH2:12][CH2:13]1)[C:2]1[CH:3]=[CH:4][CH:5]=[CH:6][CH:7]=1 |f:2.3|. Procedure details: To a solution of (1-benzyl-4-piperidyl)(2,5-dimethoxy-3,4,6-trimethylphenyl)(4-isopropylphenyl)methanol (6.41 g, 12.8 mmol) in acetic acid (50 mL) was added 48% hydrobromic acid (60 mL), and the mixture was heated under reflux for 15 hours in an argon atmosphere. The reaction mixture was cooled to room temperature, made basic with 8N sodium hydroxide solution, and extracted twice with ethyl acetate. The organic layers were combined, washed with an aqueous saturated sodium hydrogencarbonate, drie... Reactants: ClC=1C2=C(N=CN1)SC1=C2CCC(C1)C(=O)O ((RS)-4-chloro-5,6,7,8-tetrahydro[1]benzothieno[2,3-d]pyrimidine-7-carboxylic acid), CC(C)N (propan-2-amine). Product: ClC=1C2=C(N=CN1)SC1=C2CCC(C1)C(=O)NC(C)C ((RS)-4-Chloro-N-isopropyl-5,6,7,8-tetrahydro[1]benzothieno[2,3-d]pyrimidine-7-carboxamide). As a reaction SMILES: [Cl:1][C:2]1[C:3]2[C:10]3[CH2:11][CH2:12][CH:13]([C:15]([OH:17])=O)[CH2:14][C:9]=3[S:8][C:4]=2[N:5]=[CH:6][N:7]=1.[CH3:18][CH:19]([NH2:21])[CH3:20]>>[Cl:1][C:2]1[C:3]2[C:10]3[CH2:11][CH2:12][CH:13]([C:15]([NH:21][CH:19]([CH3:20])[CH3:18])=[O:17])[CH2:14][C:9]=3[S:8][C:4]=2[N:5]=[CH:6][N:7]=1. Procedure details: 13.18 g (49.05 mmol) (RS)-4-chloro-5,6,7,8-tetrahydro[1]benzothieno[2,3-d]pyrimidine-7-carboxylic acid (prepared according to intermediate example 31b) were transformed in analogy to example 3 using propan-2-amine to give after working up and purification 11.39 g (71%) of the title compound. Reactants: COC(CCC(=O)C1=CC2=C(S1)CCC1=C(C2=O)C=CC=C1)=O (4-(9,10-dihydro-4- oxo-4H-benzo[4,5]cyclohepta[1,2-b]thiophen-2-yl)-4- oxobutyric acid methyl ester), [OH-].[K+] (potassium hydroxide), Cl (hydrochloric acid). Run in O1CCOCC1 (dioxane), O (water), O (water). Product: O=C1C2=C(CCC=3SC(=CC31)C(CCC(=O)O)=O)C=CC=C2 (4-(9,10-dihydro-4-oxo-4H-benzo[4,5]cyclohepta[1,2-b]thiophen-2-yl)-4-oxobutyric acid). Reaction SMILES: C[O:2][C:3](=[O:23])[CH2:4][CH2:5][C:6]([C:8]1[S:12][C:11]2[CH2:13][CH2:14][C:15]3[CH:22]=[CH:21][CH:20]=[CH:19][C:16]=3[C:17](=[O:18])[C:10]=2[CH:9]=1)=[O:7].[OH-].[K+].Cl>O1CCOCC1.O>[O:18]=[C:17]1[C:10]2[CH:9]=[C:8]([C:6](=[O:7])[CH2:5][CH2:4][C:3]([OH:23])=[O:2])[S:12][C:11]=2[CH2:13][CH2:14][C:15]2[CH:22]=[CH:21][CH:20]=[CH:19][C:16]1=2 |f:1.2|. Procedure: A solution of 3.0 g of 4-(9,10-dihydro-4- oxo-4H-benzo[4,5]cyclohepta[1,2-b]thiophen-2-yl)-4- oxobutyric acid methyl ester and 1.5 g of potassium hydroxide in 60 cc of dioxane and 30 cc of water is stirred at room temperature for 3 hours, dilution is effected with 200 cc of water and the pH of the solution is adjusted to 1 with concentrated hydrochloric acid at 10°-15°. The resulting title compound is extracted with methylene chloride, the organic solution is washed with water, dried over magnes... The reactants are FC=1C=C(C#N)C=CC1 (3-fluorobenzonitrile), CNCCO (N-methylethanolamine). Product: OCCN(C)C=1C=C(C#N)C=CC1 (3-(N-2-hydroxyethyl-N-methylamino)benzonitrile). RXN SMILES: F[C:2]1[CH:3]=[C:4]([CH:7]=[CH:8][CH:9]=1)[C:5]#[N:6].[CH3:10][NH:11][CH2:12][CH2:13][OH:14]>>[OH:14][CH2:13][CH2:12][N:11]([C:2]1[CH:3]=[C:4]([CH:7]=[CH:8][CH:9]=1)[C:5]#[N:6])[CH3:10]. Reported procedure: By treating 3-fluorobenzonitrile with N-methylethanolamine under heating, 3-(N-2-hydroxyethyl-N-methylamino)benzonitrile was obtained (F: 177). This benzonitrile was treated in the same manner as in Reference Example 2 to obtain 3-(N-2-hydroxyethyl-N-methylamino)benzylamine. F: 181. Starting materials: FC(C(=O)O)(F)F (Trifluoroacetic acid), C(C1=CC=CC=C1)N1CC(OCC1)C(=O)NC=1C=C2C(=NN(C2=CC1)C(C1=CC=CC=C1)(C1=CC=CC=C1)C1=CC=CC=C1)C1=CC=NC=C1 (4-benzyl-N-(3-(pyridin-4-yl)-1-trityl-1H-indazol-5-yl)morpholine-2-carboxamide), C(C)[SiH](CC)CC (Triethylsilane). Run at time 30 minute. Product: C(C1=CC=CC=C1)N1CC(OCC1)C(=O)NC=1C=C2C(=NNC2=CC1)C1=CC=NC=C1 (4-Benzyl-N-(3-(pyridin-4-yl)-1H-indazol-5-yl)morpholine-2-carboxamide). As a reaction SMILES: FC(F)(F)C(O)=O.[CH2:8]([N:15]1[CH2:20][CH2:19][O:18][CH:17]([C:21]([NH:23][C:24]2[CH:25]=[C:26]3[C:30](=[CH:31][CH:32]=2)[N:29](C(C2C=CC=CC=2)(C2C=CC=CC=2)C2C=CC=CC=2)[N:28]=[C:27]3[C:52]2[CH:57]=[CH:56][N:55]=[CH:54][CH:53]=2)=[O:22])[CH2:16]1)[C:9]1[CH:14]=[CH:13][CH:12]=[CH:11][CH:10]=1.C([SiH](CC)CC)C>>[CH2:8]([N:15]1[CH2:20][CH2:19][O:18][CH:17]([C:21]([NH:23][C:24]2[CH:25]=[C:26]3[C:30](=[CH:31][CH:32]=2)[NH:29][N:28]=[C:27]3[C:52]2[CH:53]=[CH:54][N:55]=[CH:56][CH:57]=2)=[O:22])[CH2:16]1)[C:9]1[CH:10]=[CH:11][CH:12]=[CH:13][CH:14]=1. Procedure details: Trifluoroacetic acid (1 mL) was added to 4-benzyl-N-(3-(pyridin-4-yl)-1-trityl-1H-indazol-5-yl)morpholine-2-carboxamide (0.0217 g, 0.0332 mmol). The reaction was stirred at room temperature for 30 minutes. Triethylsilane (0.1 mL) was added to the reaction and stirred for an additional 5 minutes. The reaction was concentrated in vacuo and purified using prep LC/MS. LC-MS: 414.26 [M+H]. LC/MS RT=1.99 min.